Dataset: the Open Reaction Database (ORD), a public repository of structured organic reaction records. Task: describe an organic reaction: reactants, conditions, products, and yield The reactants are C(=O)(OC(C)(C)C)N[C@@H](CC1=CC=CC=C1)[C@@H]1C[C@H](C(O1)=O)CC1=CC=C(C=C1)S(=O)(=O)CC1=C(C=CC=C1Cl)Cl (5(S)-[1(S)-(Boc-amino)-2-phenylethyl]-3(R)-{[p-(2,6-dichlorobenzylsulfonyl)phenyl]methyl}dihydrofuran-2-(3H)-one), [OH-].[Li+] (lithium hydroxide). Run in C(OC)COC (dimethoxyethane). Product: C(=O)(OC(C)(C)C)N[C@H]([C@H](C[C@H](C(=O)O)CC1=CC=C(C=C1)S(=O)(=O)CC1=C(C=CC=C1Cl)Cl)O)CC1=CC=CC=C1 (5(S)-(Boc-Amino)-4(S)-hydroxy-6-phenyl-2(R)-{[p-(2,6-dichlorobenzylsulfonyl)phenyl]methyl}hexanoic acid). Reaction SMILES: [C:1]([NH:8][C@H:9]([C@H:17]1[O:21][C:20](=[O:22])[C@H:19]([CH2:23][C:24]2[CH:29]=[CH:28][C:27]([S:30]([CH2:33][C:34]3[C:39]([Cl:40])=[CH:38][CH:37]=[CH:36][C:35]=3[Cl:41])(=[O:32])=[O:31])=[CH:26][CH:25]=2)[CH2:18]1)[CH2:10][C:11]1[CH:16]=[CH:15][CH:14]=[CH:13][CH:12]=1)([O:3][C:4]([CH3:7])([CH3:6])[CH3:5])=[O:2].[OH-:42].[Li+]>C(COC)OC>[C:1]([NH:8][C@@H:9]([CH2:10][C:11]1[CH:16]=[CH:15][CH:14]=[CH:13][CH:12]=1)[C@@H:17]([OH:42])[CH2:18][C@@H:19]([CH2:23][C:24]1[CH:29]=[CH:28][C:27]([S:30]([CH2:33][C:34]2[C:39]([Cl:40])=[CH:38][CH:37]=[CH:36][C:35]=2[Cl:41])(=[O:31])=[O:32])=[CH:26][CH:25]=1)[C:20]([OH:21])=[O:22])([O:3][C:4]([CH3:5])([CH3:6])[CH3:7])=[O:2] |f:1.2|. Procedure details: In analogy with Example 5e), 6.7 g (10.83 mmol) of 5(S)-[1(S)-(Boc-amino)-2-phenylethyl]-3(R)-{[p-(2,6-dichlorobenzylsulfonyl)phenyl]methyl}dihydrofuran-2-(3H)-one in 170 ml of dimethoxyethane are hydrolysed with 43.3 ml of a 1M lithium hydroxide solution (RT, 17 h). Partitioning between 3× methylene chloride, NH4Cl/citric acid solution and saline, and stirring the crude product in ether, affords the title compound: tRet (II)=15.5 min. Starting materials: [N+](=O)([O-])C1=CC=C(N)C=C1 (p-nitroaniline), O1CCCC1 (tetrahydrofuran), C(CCCCCCCCCCCCCCCCC)(=O)Cl (octadecanoylchloride). The solvent is N1=CC=CC=C1 (pyridine). Yields the product [N+](=O)([O-])C1=CC=C(NC(CCCCCCCCCCCCCCCCC)=O)C=C1 (4'-nitro-n-octadecaneanilide). Yield: 90.0%. RXN SMILES: [N+:1]([C:4]1[CH:10]=[CH:9][C:7]([NH2:8])=[CH:6][CH:5]=1)([O-:3])=[O:2].O1CCCC1.[C:16](Cl)(=[O:34])[CH2:17][CH2:18][CH2:19][CH2:20][CH2:21][CH2:22][CH2:23][CH2:24][CH2:25][CH2:26][CH2:27][CH2:28][CH2:29][CH2:30][CH2:31][CH2:32][CH3:33]>N1C=CC=CC=1>[N+:1]([C:4]1[CH:10]=[CH:9][C:7]([NH:8][C:16](=[O:34])[CH2:17][CH2:18][CH2:19][CH2:20][CH2:21][CH2:22][CH2:23][CH2:24][CH2:25][CH2:26][CH2:27][CH2:28][CH2:29][CH2:30][CH2:31][CH2:32][CH3:33])=[CH:6][CH:5]=1)([O-:3])=[O:2]. Procedure details: In a three necked flask equipped with a dropping funnel, a thermometer and a reflux condenser, 138 g of p-nitroaniline was dissolved in a mixed solvent consisting of 200 ml of tetrahydrofuran and 140 ml of pyridine while passing nitrogen gas through the flask. Then, 333 g of octadecanoylchloride placed in the dropping funnel was gradually dropped into the flask over a time span of 20 minutes, while stirring the reaction mixture. After the completion of the dropping, the reaction mixture was furt... The reactants are C(C)(C)(C)OC(=O)N[C@@H](CC1=C(C=C(C=C1C)O)C)C(=O)N[C@H](C)C(=O)NC[C@@H](CC1=CC=CC=C1)N (N-(tert-Butoxycarbonyl)-2,6-dimethyl-L-tyrosyl-N-{(2R)-2-amino-3-phenylpropyl}-D-alaninamide), Cl (hydrogen chloride). Solvent: O1CCOCC1 (dioxane). Reaction conditions: time 16 hour. Product: CC1=C(C[C@H](N)C(=O)N[C@H](C)C(=O)NC[C@@H](CC2=CC=CC=C2)N)C(=CC(=C1)O)C (2,6-Dimethyl-L-tyrosyl-N-[(2R)-2-amino-3-phenylpropyl]-D-alaninamide). Yield: 55.9%. RXN SMILES: C(OC([NH:8][C@H:9]([C:20]([NH:22][C@@H:23]([C:25]([NH:27][CH2:28][C@H:29]([NH2:37])[CH2:30][C:31]1[CH:36]=[CH:35][CH:34]=[CH:33][CH:32]=1)=[O:26])[CH3:24])=[O:21])[CH2:10][C:11]1[C:16]([CH3:17])=[CH:15][C:14]([OH:18])=[CH:13][C:12]=1[CH3:19])=O)(C)(C)C.Cl>O1CCOCC1>[CH3:19][C:12]1[CH:13]=[C:14]([OH:18])[CH:15]=[C:16]([CH3:17])[C:11]=1[CH2:10][C@@H:9]([C:20]([NH:22][C@@H:23]([C:25]([NH:27][CH2:28][C@H:29]([NH2:37])[CH2:30][C:31]1[CH:36]=[CH:35][CH:34]=[CH:33][CH:32]=1)=[O:26])[CH3:24])=[O:21])[NH2:8]. Procedure: N-(tert-Butoxycarbonyl)-2,6-dimethyl-L-tyrosyl-N-{(2R)-2-amino-3-phenylpropyl}-D-alaninamide (203 mg, 0.36 mmol) was dissolved in 1 mL dioxane and hydrogen chloride (4M solution in dioxane, 1 mL, 4 mmol) added and the mixture stirred at room temperature for 16 h. The mixture was evaporated under reduced pressure and the residue purified by preparative HPLC and then freeze dried to provide the title compound (83 mg, 56%) as a white solid. Reactants: Cc1cccn2c(-c3nc(NC(C)c4ccc(C(=O)CBr)cc4)ncc3C#N)cnc12, O=C([O-])O, C1CCNC1, CN(C)C=O, [Na+]. Yields the product Cc1cccn2c(-c3nc(NC(C)c4ccc(C(=O)CN5CCCC5)cc4)ncc3C#N)cnc12. As a reaction SMILES: [Br:1][CH2:2][C:3](=[O:4])[c:5]1[cH:6][cH:7][c:8]([CH:11]([CH3:12])[NH:13][c:14]2[n:15][cH:16][c:17]([C:30]#[N:31])[c:18](-[c:20]3[cH:21][n:22][c:23]4[n:24]3[cH:25][cH:26][cH:27][c:28]4[CH3:29])[n:19]2)[cH:9][cH:10]1.[C:37](=[O:38])([O-:39])[OH:40].[CH2:32]1[CH2:33][CH2:34][NH:35][CH2:36]1.[CH3:42][N:43]([CH3:44])[CH:45]=[O:46].[Na+:41]>>[CH2:2]([C:3](=[O:4])[c:5]1[cH:6][cH:7][c:8]([CH:11]([CH3:12])[NH:13][c:14]2[n:15][cH:16][c:17]([C:30]#[N:31])[c:18](-[c:20]3[cH:21][n:22][c:23]4[n:24]3[cH:25][cH:26][cH:27][c:28]4[CH3:29])[n:19]2)[cH:9][cH:10]1)[N:35]1[CH2:34][CH2:33][CH2:32][CH2:36]1. Starting materials: ClC=1C=C2C(=CN1)NC(=C2)C(=O)NN (5-chloro-1H-pyrrolo[2,3-c]pyridine-2-carboxylic acid hydrazide), C=1C=CC2=C(C1)N=NN2O (HOBt), CCN=C=NCCCN(C)C (EDCI), CCN(C(C)C)C(C)C (DIPEA), C(C1=CC=2OCOC2C=C1)(=O)O (piperonylic acid). Solvent: O (water), CN(C)C=O (DMF). Run at time 16 hour. Product: ClC=1C=C2C(=CN1)NC(=C2)C(=O)NNC(=O)C2=CC1=C(OCO1)C=C2 (Benzo[1,3]dioxole-5-carboxylic acid N′-(5-chloro-1H-pyrrolo[2,3-c]pyridine-2-carbonyl)hydrazide). As a reaction SMILES: [Cl:1][C:2]1[CH:3]=[C:4]2[CH:10]=[C:9]([C:11]([NH:13][NH2:14])=[O:12])[NH:8][C:5]2=[CH:6][N:7]=1.C1C=CC2N(O)N=NC=2C=1.CCN=C=NCCCN(C)C.CCN(C(C)C)C(C)C.[C:45](O)(=[O:55])[C:46]1[CH:54]=[CH:53][C:52]2[O:51][CH2:50][O:49][C:48]=2[CH:47]=1>CN(C=O)C.O>[Cl:1][C:2]1[CH:3]=[C:4]2[CH:10]=[C:9]([C:11]([NH:13][NH:14][C:45]([C:46]3[CH:54]=[CH:53][C:52]4[O:51][CH2:50][O:49][C:48]=4[CH:47]=3)=[O:55])=[O:12])[NH:8][C:5]2=[CH:6][N:7]=1. Procedure details: To a solution of 5-chloro-1H-pyrrolo[2,3-c]pyridine-2-carboxylic acid hydrazide (Preparation 10—route 2, 0.100 g, 0.48 mmol) in DMF (4 mL) was added HOBt (0.064 g, 0.48 mmol), EDCI (0.110 g, 0.58 mmol), DIPEA (200 μL, 0.96 mmol) and piperonylic acid (0.079 g, 0.48 mmol). The reaction mixture was stirred at rt for 16 h. The reaction mixture was poured into water (75 mL) and extracted with ethyl acetate (2×150 mL). The combined organic extract was washed with saturated sodium chloride (75 mL), dri... Starting materials: CO (methanol), CO (methanol), [BH4-].[Li+] (lithium borohydride), ClC1=C(C=CC(=C1)C(=O)OC)C1=C(C=CC=C1)C1=NNN(N1)C(C1=CC=CC=C1)(C1=CC=CC=C1)C1=CC=CC=C1 (5-(2'-Chloro-4'-methoxycarbonyl-biphenyl-2-yl)-2-triphenylmethyl-1H-tetrazole). The solvent is O1CCCC1 (tetrahydrofuran). Reaction conditions: time 30 minute. Yields the product ClC1=C(C=CC(=C1)CO)C1=C(C=CC=C1)C1=NNN(N1)C(C1=CC=CC=C1)(C1=CC=CC=C1)C1=CC=CC=C1 (5-(2'-Chloro-4'-hydroxymethyl-biphenyl-2-yl)-2-triphenylmethyl-1H-tetrazole). Isolated yield 97.5%. Reaction SMILES: CO.[BH4-].[Li+].[Cl:5][C:6]1[CH:11]=[C:10]([C:12](OC)=[O:13])[CH:9]=[CH:8][C:7]=1[C:16]1[CH:21]=[CH:20][CH:19]=[CH:18][C:17]=1[C:22]1[NH:26][N:25]([C:27]([C:40]2[CH:45]=[CH:44][CH:43]=[CH:42][CH:41]=2)([C:34]2[CH:39]=[CH:38][CH:37]=[CH:36][CH:35]=2)[C:28]2[CH:33]=[CH:32][CH:31]=[CH:30][CH:29]=2)[NH:24][N:23]=1>O1CCCC1>[Cl:5][C:6]1[CH:11]=[C:10]([CH2:12][OH:13])[CH:9]=[CH:8][C:7]=1[C:16]1[CH:21]=[CH:20][CH:19]=[CH:18][C:17]=1[C:22]1[NH:26][N:25]([C:27]([C:40]2[CH:41]=[CH:42][CH:43]=[CH:44][CH:45]=2)([C:34]2[CH:35]=[CH:36][CH:37]=[CH:38][CH:39]=2)[C:28]2[CH:33]=[CH:32][CH:31]=[CH:30][CH:29]=2)[NH:24][N:23]=1 |f:1.2|. Procedure: 1.27 g of methanol (39.6 mmol) and 1.29 g of lithium borohydride (59.4 mmol) are added to a solution of 22.0 g (39.6 mmol) of the compound from Example XXXIV in 180 ml of tetrahydrofuran, and the mixture is then stirred at room temperature for 30 minutes and under reflux for 1 hour. Addition of a further 0.63 g of methanol (0.20 mmol) and stirring under reflux for 1 hour brings the reaction to completion. The reaction mixture is concentrated; the residue is taken up in 200 ml of methylene chlori...